This data is from the Open Reaction Database (ORD), a public repository of structured organic reaction records. The task is: describe an organic reaction: reactants, conditions, products, and yield The reactants are C(C)(C)(C)OC(=O)NN1C(=CC=C1C#N)C1CN(C1)C(=O)OCC1=CC=CC=C1 (benzyl 3-{1-[(tert-butoxycarbonyl)amino]-5-cyano-1H-pyrrol-2-yl}azetidine-1-carboxylate), C(=O)([O-])[O-].[Na+].[Na+] (Na2CO3). The solvent is CO (methanol), O1CCOCC1 (dioxane). Conditions: temperature 0 celsius, time 15 minute. Yields the product NN1C(=CC=C1C#N)C1CN(C1)C(=O)OCC1=CC=CC=C1 (benzyl 3-(1-amino-5-cyano-1H-pyrrol-2-yl)azetidine-1-carboxylate). Isolated yield 96.1%. As a reaction SMILES: C(OC([NH:8][N:9]1[C:13]([C:14]#[N:15])=[CH:12][CH:11]=[C:10]1[CH:16]1[CH2:19][N:18]([C:20]([O:22][CH2:23][C:24]2[CH:29]=[CH:28][CH:27]=[CH:26][CH:25]=2)=[O:21])[CH2:17]1)=O)(C)(C)C.C([O-])([O-])=O.[Na+].[Na+]>CO.O1CCOCC1>[NH2:8][N:9]1[C:13]([C:14]#[N:15])=[CH:12][CH:11]=[C:10]1[CH:16]1[CH2:17][N:18]([C:20]([O:22][CH2:23][C:24]2[CH:29]=[CH:28][CH:27]=[CH:26][CH:25]=2)=[O:21])[CH2:19]1 |f:1.2.3|. Procedure: To a cooled (0° C.) solution of benzyl 3-{1-[(tert-butoxycarbonyl)amino]-5-cyano-1H-pyrrol-2-yl}azetidine-1-carboxylate (800 mg, 2.02 mmol) in methanol (2.5 mL) was added a solution of 4 M HCL in dioxane (2.5 mL). The reaction was stirred (0° C.) for 15 min, then was allowed to warm to rt. After 4 h, the reaction was recooled (0° C.) and the mixture was made basic (pH 9) with slow addition of 2M aqueous Na2CO3. The mixture was allowed to warm to rt and was extracted with EtOAc (3×20 mL). The com... Reactants: CN, CCOC(C)=O, N#Cc1c(Cl)ccc([N+](=O)[O-])c1Cl. The product is CNc1c([N+](=O)[O-])ccc(Cl)c1C#N. RXN SMILES: [CH3:14][NH2:15].[CH3:16][CH2:17][O:18][C:19](=[O:20])[CH3:21].[Cl:1][c:2]1[c:3]([C:4]#[N:5])[c:6]([Cl:13])[cH:7][cH:8][c:9]1[N+:10](=[O:11])[O-:12]>>[c:2]1([NH:15][CH3:14])[c:3]([C:4]#[N:5])[c:6]([Cl:13])[cH:7][cH:8][c:9]1[N+:10](=[O:11])[O-:12]. Reactants: [Br-].C[P+](C1=CC=CC=C1)(C1=CC=CC=C1)C1=CC=CC=C1.[NH2-].[Na+] (methyltriphenylphosphonium bromide sodium amide), salt, CC1(CC(C2=CC=CC=C12)N1C=NC=C1C=O)C (3-(3,3-dimethyl-indan-1-yl)-3H-imidazole-4-carbaldehyde). The solvent is C1CCOC1 (THF), C1CCOC1 (THF). Conditions: time 30 minute. Product: CC1(CC(C2=CC=CC=C12)N1C=NC=C1C=C)C (1-(3,3-dimethyl-indan-1-yl)-5-vinyl-1H-imidazole). Reaction SMILES: [Br-].[CH3:2][P+](C1C=CC=CC=1)(C1C=CC=CC=1)C1C=CC=CC=1.[NH2-].[Na+].[CH3:24][C:25]1([CH3:41])[C:33]2[C:28](=[CH:29][CH:30]=[CH:31][CH:32]=2)[CH:27]([N:34]2[C:38]([CH:39]=O)=[CH:37][N:36]=[CH:35]2)[CH2:26]1>C1COCC1>[CH3:24][C:25]1([CH3:41])[C:33]2[C:28](=[CH:29][CH:30]=[CH:31][CH:32]=2)[CH:27]([N:34]2[C:38]([CH:39]=[CH2:2])=[CH:37][N:36]=[CH:35]2)[CH2:26]1 |f:0.1.2.3|. Reported procedure: To a solution of methyltriphenylphosphonium bromide/sodium amide [2.4 mmol/gram of salt (0.86 g, 2.06 mmol)] in THF (3.0 mL) is added a solution of 3-(3,3-dimethyl-indan-1-yl)-3H-imidazole-4-carbaldehyde (165 mg, 0.69 mmol) in THF (2 mL). The reaction is permitted to stir at room temperature for 30 minutes and is then quenched with saturated aqueous NH4Cl. The reaction is diluted with ethyl acetate and the layers are separated. The aqueous layer is extracted with ethyl acetate and the organic la... Reactants: CC(C)O, CC(N)COc1ccc(C(N)=O)c(O)c1, c1ccc(C2CO2)cc1. The product is CC(COc1ccc(C(N)=O)c(O)c1)NCC(O)c1ccccc1. Reaction SMILES: [CH3:25][CH:26]([OH:27])[CH3:28].[NH2:10][CH:11]([CH2:12][O:13][c:14]1[cH:15][c:16]([OH:23])[c:17]([C:18](=[O:19])[NH2:20])[cH:21][cH:22]1)[CH3:24].[c:1]1([CH:7]2[CH2:8][O:9]2)[cH:2][cH:3][cH:4][cH:5][cH:6]1>>[c:1]1([CH:7]([CH2:8][NH:10][CH:11]([CH2:12][O:13][c:14]2[cH:15][c:16]([OH:23])[c:17]([C:18](=[O:19])[NH2:20])[cH:21][cH:22]2)[CH3:24])[OH:9])[cH:2][cH:3][cH:4][cH:5][cH:6]1. Reactants: C(=O)[O-].[NH4+] (ammonium formate), C(=O)[O-].[NH4+] (ammonium formate), C(C1=CC=CC=C1)OC=1C(=CC2=C(N=C(N2COCC[Si](C)(C)C)C2=NC=CC=C2)C1)C1N(CCC1)C(C)=O (1-(2-(6-benzyloxy-2-pyridin-2-yl-3-(2-trimethylsilanyl-ethoxymethyl)-3H-benzimidazol-5-yl)-pyrrolidin-1-yl)-ethanone). The reagents and catalysts are [OH-].[Pd+2].[OH-].[C] (palladium hydroxide carbon), [OH-].[Pd+2].[OH-].[C] (palladium hydroxide carbon). The solvent is C(C)O (ethanol). Product: OC=1C(=CC2=C(N=C(N2COCC[Si](C)(C)C)C2=NC=CC=C2)C1)C1N(CCC1)C(C)=O (1-(2-(6-hydroxy-2-pyridin-2-yl-3-(2-trimethylsilanyl-ethoxymethyl)-3H-benzimidazol-5-yl)-pyrrolidin-1-yl)-ethanone). RXN SMILES: C([O-])=O.[NH4+].C([O:12][C:13]1[C:14]([CH:36]2[CH2:40][CH2:39][CH2:38][N:37]2[C:41](=[O:43])[CH3:42])=[CH:15][C:16]2[N:20]([CH2:21][O:22][CH2:23][CH2:24][Si:25]([CH3:28])([CH3:27])[CH3:26])[C:19]([C:29]3[CH:34]=[CH:33][CH:32]=[CH:31][N:30]=3)=[N:18][C:17]=2[CH:35]=1)C1C=CC=CC=1>[OH-].[Pd+2].[OH-].[C].C(O)C>[OH:12][C:13]1[C:14]([CH:36]2[CH2:40][CH2:39][CH2:38][N:37]2[C:41](=[O:43])[CH3:42])=[CH:15][C:16]2[N:20]([CH2:21][O:22][CH2:23][CH2:24][Si:25]([CH3:28])([CH3:27])[CH3:26])[C:19]([C:29]3[CH:34]=[CH:33][CH:32]=[CH:31][N:30]=3)=[N:18][C:17]=2[CH:35]=1 |f:0.1,3.4.5.6|. Procedure: 713 mg of ammonium formate and 119 mg of 20% palladium hydroxide-carbon catalyst were added to an ethanol (20 ml) solution of 1.18 g of 1-(2-(6-benzyloxy-2-pyridin-2-yl-3-(2-trimethylsilanyl-ethoxymethyl)-3H-benzimidazol-5-yl)-pyrrolidin-1-yl)-ethanone, and the reaction liquid was heated under reflux for 5 hours. 157 mg of ammonium formate and 56 mg of 20% palladium hydroxide-carbon catalyst were added to the reaction liquid, and the reaction liquid was further heated under reflux for 1 hour. Af... Starting materials: C1=CC=CC=2NC3=CC=CC=C3C(C12)=O (9-acridanone), [H-].[Na+] (sodium hydride), Cl.C(C)(=O)N1CCN(CC1)CCCl (2-(4-acetyl-1-piperazinyl)-ethyl chloride hydrochloride). Solvent: CN(C=O)C (dimethylformamide). Run at time 0.5 hour. Yields the product C(C)(=O)N1CCN(CC1)CCN1C=2C=CC=CC2C(C2=CC=CC=C12)=O (10-[2-(4-acetyl-1-piperazinyl)ethyl]-9-acridanone). Reaction SMILES: [CH:1]1[C:14]2[C:13](=[O:15])[C:12]3[C:7](=[CH:8][CH:9]=[CH:10][CH:11]=3)[NH:6][C:5]=2[CH:4]=[CH:3][CH:2]=1.[H-].[Na+].Cl.[C:19]([N:22]1[CH2:27][CH2:26][N:25]([CH2:28][CH2:29]Cl)[CH2:24][CH2:23]1)(=[O:21])[CH3:20]>CN(C)C=O>[C:19]([N:22]1[CH2:27][CH2:26][N:25]([CH2:28][CH2:29][N:6]2[C:5]3[C:14](=[CH:1][CH:2]=[CH:3][CH:4]=3)[C:13](=[O:15])[C:12]3[CH:11]=[CH:10][CH:9]=[CH:8][C:7]2=3)[CH2:24][CH2:23]1)(=[O:21])[CH3:20] |f:1.2,3.4|. Procedure: A mixture of 4.5 g of 9-acridanone, 1.1 g of sodium hydride and 100 ml of dimethylformamide is stirred for 0.5 hour, then treated with 5.2 g of 2-(4-acetyl-1-piperazinyl)-ethyl chloride hydrochloride, stirred at 70° for 15 hours and evaporated. The residue is treated with water and extracted with methylene chloride. The extract is washed with water, dried over sodium sulfate and evaporated. By crystallization from ethanol there is obtained 10-[2-(4-acetyl-1-piperazinyl)ethyl]-9-acridanone of mel... Yields the product Nc1ncnc2c1c(-c1ccc(Oc3ccccc3)cc1)nn2C1CCC2(CC1)OCCO2. The reactants are Nc1ncnc2c1c(Br)nn2C1CCC2(CC1)OCCO2, COCCOC, [Na+], [Na+], O=C([O-])[O-], OB(O)c1ccc(Oc2ccccc2)cc1. Reaction SMILES: [Br:1][c:2]1[n:3][n:4]([CH:12]2[CH2:13][CH2:14][C:15]3([O:16][CH2:17][CH2:18][O:19]3)[CH2:20][CH2:21]2)[c:5]2[n:6][cH:7][n:8][c:9]([NH2:11])[c:10]12.[CH2:44]([CH2:45][O:46][CH3:47])[O:48][CH3:49].[Na+:38].[Na+:39].[O-:40][C:41](=[O:42])[O-:43].[O:22]([c:23]1[cH:24][cH:25][cH:26][cH:27][cH:28]1)[c:29]1[cH:30][cH:31][c:32]([B:35]([OH:36])[OH:37])[cH:33][cH:34]1>>[c:2]1(-[c:32]2[cH:31][cH:30][c:29]([O:22][c:23]3[cH:24][cH:25][cH:26][cH:27][cH:28]3)[cH:34][cH:33]2)[n:3][n:4]([CH:12]2[CH2:13][CH2:14][C:15]3([O:16][CH2:17][CH2:18][O:19]3)[CH2:20][CH2:21]2)[c:5]2[n:6][cH:7][n:8][c:9]([NH2:11])[c:10]12.